This data is from the Open Reaction Database (ORD), a public repository of structured organic reaction records. The task is: describe an organic reaction: reactants, conditions, products, and yield Reactants: C(C)(C)OP(OC(C)C)(=O)COC1(CC1)COC(C1=CC=CC=C1)(C1=CC=CC=C1)C1=CC=CC=C1 ((1-trityloxymethyl-cyclopropoxymethyl)-phosphonic Acid Diisopropyl Ester), O (H2O), C(=O)(C(F)(F)F)O (TFA), C(C)(C)OP(OC(C)C)(=O)COC1(CC1)COC(C1=CC=CC=C1)(C1=CC=CC=C1)C1=CC=CC=C1 ((1-trityloxymethyl-cyclopropoxymethyl)-phosphonic Acid Diisopropyl Ester), C(C)(C)OP(OC(C)C)(=O)COC1(CC1)COC(C1=CC=CC=C1)(C1=CC=CC=C1)C1=CC=CC=C1 ((1-trityloxymethyl-cyclopropoxymethyl)-phosphonic Acid Diisopropyl Ester), [OH-].[Na+] (NaOH), C(C)(C)OP(OC(C)C)(=O)COC1(CC1)COC(C1=CC=CC=C1)(C1=CC=CC=C1)C1=CC=CC=C1 ((1-trityloxymethyl-cyclopropoxymethyl)-phosphonic Acid Diisopropyl Ester). Run in CC(=O)C (acetone). Product: OCC1(CC1)OCP(OC(C)C)(OC(C)C)=O (diisopropyl {[1-(hydroxymethyl)-cyclopropyl]oxy}methylphosphonate). RXN SMILES: O.C(O)(C(F)(F)F)=O.[OH-].[Na+].[CH:11]([O:14][P:15]([CH2:21][O:22][C:23]1([CH2:26][O:27]C(C2C=CC=CC=2)(C2C=CC=CC=2)C2C=CC=CC=2)[CH2:25][CH2:24]1)(=[O:20])[O:16][CH:17]([CH3:19])[CH3:18])([CH3:13])[CH3:12]>CC(C)=O>[OH:27][CH2:26][C:23]1([O:22][CH2:21][P:15](=[O:20])([O:14][CH:11]([CH3:13])[CH3:12])[O:16][CH:17]([CH3:18])[CH3:19])[CH2:25][CH2:24]1 |f:2.3|. Procedure details: The compound of formula (10) obtained in Example 3 (59.15 g, 116.3 mmol) was dissolved in acetone [59.2 ml, 1 ml/g with respect to the compound of formula (10)], H2O (5.9 ml, 327.8 mmol) and TFA (26.52 g, 232.6 mmol) were added, and the mixture was stirred at room temperature. After the portion of the compound of formula (10) was confirmed 7% or less by HPLC, 3N aqueous NaOH solution [75 ml, 2.6 ml/g with respect to the compound of formula (10)] was added thereto, and acetone was removed therefr... The reactants are C(CC)C1=CC=C(C=C1)[C@@H]1CC[C@H](CC1)CCC (trans-1-p-propylphenyl-4-propylcyclohexane). Reagents/catalysts: O=[Pt]=O (PtO2). Solvent: C(C)O (ethanol). Yields the product C(CC)C1CCC(CC1)C1CCC(CC1)CCC (4,4'-dipropylbicyclohexyl). As a reaction SMILES: [CH2:1]([C:4]1[CH:9]=[CH:8][C:7]([C@H:10]2[CH2:15][CH2:14][C@H:13]([CH2:16][CH2:17][CH3:18])[CH2:12][CH2:11]2)=[CH:6][CH:5]=1)[CH2:2][CH3:3]>C(O)C.O=[Pt]=O>[CH2:16]([CH:13]1[CH2:14][CH2:15][CH:10]([CH:7]2[CH2:6][CH2:5][CH:4]([CH2:1][CH2:2][CH3:3])[CH2:9][CH2:8]2)[CH2:11][CH2:12]1)[CH2:17][CH3:18]. Procedure details: A solution of 24.4 g of trans-1-p-propylphenyl-4-propylcyclohexane in 500 ml of ethanol is hydrogenated over 1 g of PtO2 for 1 hour at 60° and 100 bar, and the mixture is cooled, filtered and evaporated to give 4,4'-dipropylbicyclohexyl in the form of an oily mixture of isomers, which is taken up in 200 ml of boiling methanol. The resulting hot solution is poured into a boiling solution of 70 g of thiourea in 300 ml of methanol. The mixture is cooled to 0°, and the adduct which has been precipit... Starting materials: ethyl acetate pet ether, ClC1=C(C=C(C=C1)C1=NN(C=C1)C=1C=CC2=C(C=C(CO2)C(=O)OC)C1)CNC(=O)OC (methyl 6-[3-[4-chloro-3-[[(methoxycarbonyl)amino]methyl]phenyl]-1H-pyrazol-1-yl]-2H-1-benzopyran-3-carboxylate), ClC1=C(C=C(C=C1)C1=NN(C=C1)C=1C=CC2=C(C=C(CO2)C(=O)OC)C1)CNC(=O)OC (methyl 6-[3-[4-chloro-3-[[(methoxycarbonyl)amino]-methyl]phenyl]-1H-pyrazol-1-yl]-2H-1-benzopyran-3-carboxylate), [OH-].[Na+] (NaOH). Run in O1CCCC1.O (tetrahydrofuran water). Conditions: time 6 hour. Yields the product ClC1=C(C=C(C=C1)C1=NN(C=C1)C=1C=CC2=C(C=C(CO2)C(=O)O)C1)CNC(=O)OC (6-[3-[4-chloro-3-[[(methoxycarbonyl)amino]methyl]phenyl]-1H-pyrazol-1-yl]-2H-1-benzopyran-3-carboxylic acid). Isolated yield 73.0%. RXN SMILES: [Cl:1][C:2]1[CH:7]=[CH:6][C:5]([C:8]2[CH:12]=[CH:11][N:10]([C:13]3[CH:14]=[CH:15][C:16]4[O:21][CH2:20][C:19]([C:22]([O:24]C)=[O:23])=[CH:18][C:17]=4[CH:26]=3)[N:9]=2)=[CH:4][C:3]=1[CH2:27][NH:28][C:29]([O:31][CH3:32])=[O:30].[OH-].[Na+]>O1CCCC1.O>[Cl:1][C:2]1[CH:7]=[CH:6][C:5]([C:8]2[CH:12]=[CH:11][N:10]([C:13]3[CH:14]=[CH:15][C:16]4[O:21][CH2:20][C:19]([C:22]([OH:24])=[O:23])=[CH:18][C:17]=4[CH:26]=3)[N:9]=2)=[CH:4][C:3]=1[CH2:27][NH:28][C:29]([O:31][CH3:32])=[O:30] |f:1.2,3.4|. Procedure: To a solution of methyl 6-[3-[4-chloro-3-[[(methoxycarbonyl)amino]methyl]phenyl]-1H-pyrazol-1-yl]-2H-1-benzopyran-3-carboxylate (i.e. the product of Step C) (100 mg, 0.22 mmol) in 1:1 tetrahydrofuran/water was added NaOH (35 mg 0.85 mmol) and the reaction mixture was stirred at ambient temperature for 6 hrs. After TLC analysis (50% ethyl acetate/pet ether) showed completion of reaction, the organic solvent was concentrated. The resultant aqueous solution was cooled to 0° C., acidified with 1N HC... Starting materials: NC=1SC(=CC1[N+](=O)[O-])[N+](=O)[O-] (2-Amino-3,5-dinitrothiophene), N(=O)OS(O)(=O)=O (nitrosyl sulphuric acid), C(C)N(C1=CC=CC=C1)CCCC1=CC=C(C=C1)S(=O)(=O)F (N-ethyl-N-(4-fluorosulphonylphenylpropyl)aniline), CO (methanol), ice. Solvent: CC(=O)OCC1=C2C=CC=CC2=C(C3=CC=CC=C31)COC(=O)C.C(CC)(=O)O (acetic propionic acid). Run at time 10 minute. Product: [N+](=O)([O-])C1=C(SC(=C1)[N+](=O)[O-])N=NC1=CC=C(N(CCCC2=CC=C(C=C2)S(=O)(=O)F)CC)C=C1 (4-(3,5-dinitrothien-2-ylazo)-N-ethyl-N-(4-fluorosulphonylphenyl)propyl aniline). Reaction SMILES: [NH2:1][C:2]1[S:3][C:4]([N+:10]([O-:12])=[O:11])=[CH:5][C:6]=1[N+:7]([O-:9])=[O:8].[N:13](OS(=O)(=O)O)=O.[CH2:20]([N:22]([CH2:29][CH2:30][CH2:31][C:32]1[CH:37]=[CH:36][C:35]([S:38]([F:41])(=[O:40])=[O:39])=[CH:34][CH:33]=1)[C:23]1[CH:28]=[CH:27][CH:26]=[CH:25][CH:24]=1)[CH3:21].CO>CC(OCC1C2C(=CC=CC=2)C(COC(C)=O)=C2C=1C=CC=C2)=O.C(O)(=O)CC>[N+:7]([C:6]1[CH:5]=[C:4]([N+:10]([O-:12])=[O:11])[S:3][C:2]=1[N:1]=[N:13][C:26]1[CH:25]=[CH:24][C:23]([N:22]([CH2:20][CH3:21])[CH2:29][CH2:30][CH2:31][C:32]2[CH:33]=[CH:34][C:35]([S:38]([F:41])(=[O:39])=[O:40])=[CH:36][CH:37]=2)=[CH:28][CH:27]=1)([O-:9])=[O:8] |f:4.5|. Procedure: 2-Amino-3,5-dinitrothiophene (0.01 mol) was dispersed in a mixture of acetic:propionic acid (86:14; 25 cm3), cooled to 0°-5° C. and nitrosyl sulphuric acid (0.01 mol) added portionwise at 0°-5° C. The reaction mixture was stirred for 10 minutes at 0°-5° C. then added dropwise to a mixture of the N-ethyl-N-(4-fluorosulphonylphenylpropyl)aniline (0.01 mol), methanol (50 cm3) and ice (50 g). The resultant precipitate was filtered washed with water and then methanol and oven dried at 50° C. The dry ... Run at temperature 40 celsius, time 30 minute. Procedure: 3-fluoro-4-bromotoluene (50 g, 0.265 mol) and 3,4-dichlorophenylboronic acid (53 g, 0.278 mol) were dissolved in ethanol (970 ml) and sodium carbonate (56.1 g, 0.529 mol) was added. Palladium 10% on charcoal (6.6 g) was added, and the mixture was refluxed for 4 hours under nitrogen atmosphere. The reaction mixture was cooled, filtered and concentrated, isopropyl acetate (250 ml) was added, and then the solution was concentrated again. The residue was dissolved in isopropyl acetate (250 ml) and 1... Solvent: C(C)O (ethanol). Reactants: FC=1C=C(C=CC1Br)C (3-fluoro-4-bromotoluene), ClC=1C=C(C=CC1Cl)B(O)O (3,4-dichlorophenylboronic acid), C([O-])([O-])=O.[Na+].[Na+] (sodium carbonate). The reagents and catalysts are [Pd] (Palladium). Yields the product ClC=1C=C(C=CC1Cl)C1=C(C=C(C=C1)C)F (3′,4′-dichloro-2-fluoro-4-methyl-biphenyl). As a reaction SMILES: [F:1][C:2]1[CH:3]=[C:4]([CH3:9])[CH:5]=[CH:6][C:7]=1Br.[Cl:10][C:11]1[CH:12]=[C:13](B(O)O)[CH:14]=[CH:15][C:16]=1[Cl:17].C(=O)([O-])[O-].[Na+].[Na+]>C(O)C.[Pd]>[Cl:10][C:11]1[CH:12]=[C:13]([C:7]2[CH:6]=[CH:5][C:4]([CH3:9])=[CH:3][C:2]=2[F:1])[CH:14]=[CH:15][C:16]=1[Cl:17] |f:2.3.4|. The reactants are OC1=C(C=C(C(=O)O)C=C1)C (4-hydroxy-3-methyl benzoic acid), CCCC(CCC)N (4-heptylamine). The product is OC1=C(C=C(C(=O)NC(CCC)CCC)C=C1)C (4-hydroxy-3-methyl-N-(1-propyl-butyl)-benzamide). RXN SMILES: [OH:1][C:2]1[CH:10]=[CH:9][C:5]([C:6]([OH:8])=O)=[CH:4][C:3]=1[CH3:11].[CH3:12][CH2:13][CH2:14][CH:15]([NH2:19])[CH2:16][CH2:17][CH3:18]>>[OH:1][C:2]1[CH:10]=[CH:9][C:5]([C:6]([NH:19][CH:15]([CH2:16][CH2:17][CH3:18])[CH2:14][CH2:13][CH3:12])=[O:8])=[CH:4][C:3]=1[CH3:11]. Procedure: Prepared in a similar manner as described in example 4 using 4-hydroxy-3-methyl benzoic acid and 4-heptylamine. MS (M+H, 250.2).